From a dataset of the Open Reaction Database (ORD), a public repository of structured organic reaction records. describe an organic reaction: reactants, conditions, products, and yield The reactants are CC(=O)CC(C)C, O=C(Cl)CCl, CCOC(=O)C(C)c1ccc(N)c(O)c1, O. Product: CCOC(=O)C(C)c1ccc(NC(=O)CCl)c(O)c1. Reaction SMILES: [CH3:21][CH:22]([CH3:23])[CH2:24][C:25](=[O:26])[CH3:27].[Cl:16][CH2:17][C:18](=[O:19])[Cl:20].[NH2:1][c:2]1[c:3]([OH:15])[cH:4][c:5]([CH:8]([C:9](=[O:10])[O:11][CH2:12][CH3:13])[CH3:14])[cH:6][cH:7]1.[OH2:28]>>[NH:1]([c:2]1[c:3]([OH:15])[cH:4][c:5]([CH:8]([C:9](=[O:10])[O:11][CH2:12][CH3:13])[CH3:14])[cH:6][cH:7]1)[C:18]([CH2:17][Cl:16])=[O:19]. Reactants: CN(C)C=O, O=C(NC1CC1)Oc1ccccc1, [H-], [Na+], O, O=C(CCCN1CCC(O)CC1)Nc1cc(Oc2ccc3[nH]ccc3c2)ccn1. The product is O=C(CCCN1CCC(O)CC1)Nc1cc(Oc2ccc3c(ccn3C(=O)NC3CC3)c2)ccn1. As a reaction SMILES: [CH3:45][N:46]([CH3:47])[CH:48]=[O:49].[CH:1]1([NH:4][C:5]([O:6][c:8]2[cH:9][cH:10][cH:11][cH:12][cH:13]2)=[O:7])[CH2:2][CH2:3]1.[H-:43].[Na+:44].[OH2:50].[OH:14][CH:15]1[CH2:16][CH2:17][N:18]([CH2:21][CH2:22][CH2:23][C:24](=[O:25])[NH:26][c:27]2[n:28][cH:29][cH:30][c:31]([O:33][c:34]3[cH:35][c:36]4[cH:37][cH:38][nH:39][c:40]4[cH:41][cH:42]3)[cH:32]2)[CH2:19][CH2:20]1>>[CH:1]1([NH:4][C:5](=[O:6])[n:39]2[cH:38][cH:37][c:36]3[cH:35][c:34]([O:33][c:31]4[cH:30][cH:29][n:28][c:27]([NH:26][C:24]([CH2:23][CH2:22][CH2:21][N:18]5[CH2:17][CH2:16][CH:15]([OH:14])[CH2:20][CH2:19]5)=[O:25])[cH:32]4)[cH:42][cH:41][c:40]32)[CH2:2][CH2:3]1. Reactants: NC1=CC=C(C=C1)C=1C(CC(NN1)=O)C (6-(p-aminophenyl)-4,5-dihydro-5-methyl-3(2H)-pyridazinone), Br[C@H]1[C@@H](C1)C(=O)Cl (trans-2-bromocyclopropanecarboxylic acid chloride). The solvent is O1CCCC1 (tetrahydrofuran). Reaction conditions: temperature 60 celsius. Product: Br[C@H]1[C@@H](C1)C(=O)NC1=CC=C(C=C1)C=1C(CC(NN1)=O)C (trans-6-[p-(2-bromocyclopropylcarbonylamino)-phenyl]-4,5-dihydro-5-methyl-3(2H)-pyridazinone). The yield is 94.2%. As a reaction SMILES: [NH2:1][C:2]1[CH:7]=[CH:6][C:5]([C:8]2[CH:9]([CH3:15])[CH2:10][C:11](=[O:14])[NH:12][N:13]=2)=[CH:4][CH:3]=1.[Br:16][C@@H:17]1[CH2:19][C@H:18]1[C:20](Cl)=[O:21]>O1CCCC1>[Br:16][C@@H:17]1[CH2:19][C@H:18]1[C:20]([NH:1][C:2]1[CH:7]=[CH:6][C:5]([C:8]2[CH:9]([CH3:15])[CH2:10][C:11](=[O:14])[NH:12][N:13]=2)=[CH:4][CH:3]=1)=[O:21]. Reported procedure: 4.0 g (19.7 millimoles) of 6-(p-aminophenyl)-4,5-dihydro-5-methyl-3(2H)-pyridazinone are dissolved in 100 ml of absolute tetrahydrofuran by heating to 60° C., whilst stirring. The solution is allowed to cool to room temperature, 4.0 g (21.8 millimoles) of trans-2-bromocyclopropanecarboxylic acid chloride are added dropwise and the mixture is stirred for 20 hours at room temperature and then for 1 hour under reflux. Thereafter it is concentrated to about 50 ml, water is added and the product is f... The reactants are CCN(C(C)C)C(C)C (DIPEA), Intermediate 64, N1=CC(=CC=C1)N1N=NC(=C1)C(=O)NCC(=O)O ([(1-pyridin-3-yl-1H-[1,2,3]triazole-4-carbonyl)-amino]-acetic acid), Intermediate 71, Cl.FC=1C=C(OC2CNC2)C=C(C1)C(F)(F)F (3-(3-fluoro-5-trifluoromethyl-phenoxy)-azetidine hydrochloride), C=1C=CC2=C(C1)N=NN2O (HOBt), CCN=C=NCCCN(C)C (EDCI), NC=1C=NC=CC1 (3-aminopyridine). Run in CN(C)C=O (DMF). Conditions: time 2 minute. The product is FC=1C=C(OC2CN(C2)C(CNC(=O)C=2N=NN(C2)C=2C=NC=CC2)=O)C=C(C1)C(F)(F)F (1-pyridin-3-yl-1H-[1,2,3]triazole-4-carboxylic acid {2-[3-(3-fluoro-5-trifluoromethyl-phenoxy)-azetidin-1-yl]-2-oxo-ethyl}-amide). Yield: 16.4%. As a reaction SMILES: CCN(C(C)C)C(C)C.C1C=CC2N(O)N=NC=2C=1.CCN=C=NCCCN(C)C.[N:31]1[CH:36]=[CH:35][CH:34]=[C:33]([N:37]2[CH:41]=[C:40]([C:42]([NH:44][CH2:45][C:46]([OH:48])=O)=[O:43])[N:39]=[N:38]2)[CH:32]=1.NC1C=NC=CC=1.Cl.[F:57][C:58]1[CH:59]=[C:60]([CH:66]=[C:67]([C:69]([F:72])([F:71])[F:70])[CH:68]=1)[O:61][CH:62]1[CH2:65][NH:64][CH2:63]1>CN(C=O)C>[F:57][C:58]1[CH:59]=[C:60]([CH:66]=[C:67]([C:69]([F:71])([F:70])[F:72])[CH:68]=1)[O:61][CH:62]1[CH2:65][N:64]([C:46](=[O:48])[CH2:45][NH:44][C:42]([C:40]2[N:39]=[N:38][N:37]([C:33]3[CH:32]=[N:31][CH:36]=[CH:35][CH:34]=3)[CH:41]=2)=[O:43])[CH2:63]1 |f:5.6|. Reported procedure: DIPEA (143 mg, 1.1 mmol) followed by HOBt (39 mg, 0.29 mmol) and EDCI (56 mg, 0.29 mmol) was added to a stirred solution of [(1-pyridin-3-yl-1H-[1,2,3]triazole-4-carbonyl)-amino]-acetic acid (prepared by the method used for the synthesis of Intermediate 64, starting from 3-aminopyridine, and subsequently, application of Step 3 of the General Scheme) (68.3 mg, 0.27 mmol) in DMF (2 mL). After 2 minutes of stirring, 3-(3-fluoro-5-trifluoromethyl-phenoxy)-azetidine hydrochloride (prepared by the met...